Dataset: the Open Reaction Database (ORD), a public repository of structured organic reaction records. Task: describe an organic reaction: reactants, conditions, products, and yield Reactants: C(CCC)N(CCCC)CCCC (Tri-n-butyl amine), C1[C@H](O[C@H](S1)CO)N2C=C(C(=NC2=O)N)F.Cl (emtricitabine hydrochloride). Solvent: ClCCl (dichloromethane). Conditions: time 5 hour. Product: C1[C@H](O[C@H](S1)CO)N2C=C(C(=NC2=O)N)F (emtricitabine). Reaction SMILES: C(N(CCCC)CCCC)CCC.[CH2:14]1[S:18][C@H:17]([CH2:19][OH:20])[O:16][C@@H:15]1[N:21]1[C:26](=[O:27])[N:25]=[C:24]([NH2:28])[C:23]([F:29])=[CH:22]1.Cl>ClCCl>[CH2:14]1[S:18][C@H:17]([CH2:19][OH:20])[O:16][C@@H:15]1[N:21]1[C:26](=[O:27])[N:25]=[C:24]([NH2:28])[C:23]([F:29])=[CH:22]1 |f:1.2|. Procedure details: Tri-n-butyl amine (76.76 g) was added to a solution of emtricitabine hydrochloride (101 g; Example 3) in dichloromethane (450 mL) in 30 minutes at 25° C. to 30° C. The solution was stirred at 25° C. to 30° C. for about 5 hours. The product was filtered, washed with dichloromethane (112.5 mL) and dried under vacuum at 40° C. to 45° C. for about 14 hours. Starting materials: C(=O)NC=1SC(=C(N1)C(C(=O)O)=NOC)C (2-(2-formamido-5-methylthiazol-4-yl)-2-methoxyiminoacetic acid), P(=O)(Cl)(Cl)Cl (phosphoryl chloride), NC1[C@@H]2N(C(=C(CS2)CSC=2SC=NN2)C(=O)O)C1=O (7-amino-3-(1,3,4-thiadiazol-2-ylthiomethyl)-3-cephem-4-carboxylic acid), C[Si](C)(C)CC(=O)N (trimethylsilylacetamide). Run in C(C)(=O)OCC (ethyl acetate), C(C)(=O)OCC (ethyl acetate), CN(C=O)C (dimethylformamide). Run at time 1.5 hour. Product: C(=O)NC=1SC(=C(N1)C(C(=O)NC1[C@@H]2N(C(=C(CS2)CSC=2SC=NN2)C(=O)O)C1=O)=NOC)C (7-[2-(2-formamido-5-methylthiazol-4-yl)-2-methoxyiminoacetamido]-3-(1,3,4-thiadiazol-2-ylthiomethyl)-3-cephem-4-carboxylic acid). The yield is 105.8%. As a reaction SMILES: [CH:1]([NH:3][C:4]1[S:5][C:6]([CH3:16])=[C:7]([C:9](=[N:13][O:14][CH3:15])[C:10]([OH:12])=O)[N:8]=1)=[O:2].P(Cl)(Cl)(Cl)=O.[NH2:22][CH:23]1[C:40](=[O:41])[N:25]2[C:26]([C:37]([OH:39])=[O:38])=[C:27]([CH2:30][S:31][C:32]3[S:33][CH:34]=[N:35][N:36]=3)[CH2:28][S:29][C@H:24]12.C[Si](CC(N)=O)(C)C>C(OCC)(=O)C.CN(C)C=O>[CH:1]([NH:3][C:4]1[S:5][C:6]([CH3:16])=[C:7]([C:9](=[N:13][O:14][CH3:15])[C:10]([NH:22][CH:23]2[C:40](=[O:41])[N:25]3[C:26]([C:37]([OH:39])=[O:38])=[C:27]([CH2:30][S:31][C:32]4[S:33][CH:34]=[N:35][N:36]=4)[CH2:28][S:29][C@H:24]23)=[O:12])[N:8]=1)=[O:2]. Procedure details: A solution of 2-(2-formamido-5-methylthiazol-4-yl)-2-methoxyiminoacetic acid (syn isomer, 1.2 g.), dimethylformamide (0.46 ml.) and phosphoryl chloride (0.54 ml.) in dry ethyl acetate (12 ml.) was added to a solution of 7-amino-3-(1,3,4-thiadiazol-2-ylthiomethyl)-3-cephem-4-carboxylic acid (2.12 g.) and trimethylsilylacetamide (6.7 g.) in dry ethyl acetate (20 ml.) at -10° to -20° C. and stirred at the same temperature for 1.5 hrs. The reaction mixture was washed with water and adjusted to pH 8 ... Procedure details: Using a procedure similar to Example 32, 3-(5-bromo-3-methyl-thiophen-2-yl)-8-(1-ethyl-propyl)-2,6-dimethyl-imidazo[1,2-b]pyridazine (0.30 g, 0.765 mmol) and PdCl2(dppf) (0.028 g, 0.038 mmol) and 0.5 M solution of benzylzinc bromide in THF (4.6 mL, 2.29 mmol) are reacted. The residue is purified by ISCO column chromatography (15%-20% EtOAc/hexane gradient) and is chromatographed (50×250 C18 Symmetry column, 40-65% water: 0.1% TFA/ACN: 0.1% TFA gradient) furnish the title compound (0.062 g, 0.15 ... Product: C(C1=CC=CC=C1)C1=CC(=C(S1)C1=C(N=C2N1N=C(C=C2C(CC)CC)C)C)C (3-(5-benzyl-3-methyl-thiophen-2-yl)-8-(1-ethyl-propyl)-2,6-dimethyl-imidazo[1,2-b]pyridazine). As a reaction SMILES: Br[C:2]1[S:6][C:5]([C:7]2[N:11]3[N:12]=[C:13]([CH3:21])[CH:14]=[C:15]([CH:16]([CH2:19][CH3:20])[CH2:17][CH3:18])[C:10]3=[N:9][C:8]=2[CH3:22])=[C:4]([CH3:23])[CH:3]=1.[Br-].[CH2:25]([Zn+])[C:26]1[CH:31]=[CH:30][CH:29]=[CH:28][CH:27]=1.C1COCC1>C1C=CC(P(C2C=CC=CC=2)[C-]2C=CC=C2)=CC=1.C1C=CC(P(C2C=CC=CC=2)[C-]2C=CC=C2)=CC=1.Cl[Pd]Cl.[Fe+2]>[CH2:25]([C:2]1[S:6][C:5]([C:7]2[N:11]3[N:12]=[C:13]([CH3:21])[CH:14]=[C:15]([CH:16]([CH2:19][CH3:20])[CH2:17][CH3:18])[C:10]3=[N:9][C:8]=2[CH3:22])=[C:4]([CH3:23])[CH:3]=1)[C:26]1[CH:31]=[CH:30][CH:29]=[CH:28][CH:27]=1 |f:1.2,4.5.6.7|. Reagents/catalysts: C1=CC=C(C=C1)P([C-]2C=CC=C2)C3=CC=CC=C3.C1=CC=C(C=C1)P([C-]2C=CC=C2)C3=CC=CC=C3.Cl[Pd]Cl.[Fe+2] (PdCl2(dppf)). Reactants: BrC1=CC(=C(S1)C1=C(N=C2N1N=C(C=C2C(CC)CC)C)C)C (3-(5-bromo-3-methyl-thiophen-2-yl)-8-(1-ethyl-propyl)-2,6-dimethyl-imidazo[1,2-b]pyridazine), C1CCOC1 (THF), solution, [Br-].C(C1=CC=CC=C1)[Zn+] (benzylzinc bromide). Yield: 20.0%. Starting materials: C1(C(OB(O1)B1OC(C(O1)(C)C)(C)C)(C)C)(C)C, c12c(oc(n1)C)cccc2. The reagents and catalysts are c1ccc(cc1)-c2c3ccccc3cc4ccccc24 (9-Phenylanthracene), c12c3c(c(cc1cccn2)N)cccn3 (Phen-5-amine), [Ir-]12[Ir-]([O+]1C)[O+]2C.C1=CCCC=CCC1.C1=CCCC=CCC1 ([Ir(OMe)(COD)]2). Solvent: C1CCOC1 (THF). Conditions: temperature 25 celsius, time 18 hour. Yields the product Cc1oc2c(cccc2n1)B3OC(C)(C)C(C)(C)O3. RXN SMILES: [CH3:1][c:2]1[n:10][c:9]([c:4]2[o:3]1)[cH:8][cH:7][cH:6][cH:5]2.[CH3:11][C:12]1([C:17]([CH3:19])([CH3:18])[O:16][B:15](B2OC(C)(C)C(C)(C)O2)[O:14]1)[CH3:13]>>[CH3:1][c:2]1[n:10][c:9]([c:4]2[o:3]1)[cH:8][cH:7][cH:6][c:5]2[B:15]3[O:16][C:17]([CH3:19])([CH3:18])[C:12]([CH3:13])([CH3:11])[O:14]3.